This data is from the Open Reaction Database (ORD), a public repository of structured organic reaction records. The task is: describe an organic reaction: reactants, conditions, products, and yield Starting materials: NC1=CC=C(N=N1)CCCCC1=NN=C(S1)NC(CC1=CC=CC=C1)=O (N-(5-(4-(6-aminopyridazin-3-yl)butyl)-1,3,4-thiadiazol-2-yl)-2-phenylacetamide), CC1=NN=C(O1)CC=1C=C(C=CC1)CC(=O)O (2-(3-((5-methyl-1,3,4-oxadiazol-2-yl)methyl)phenyl)acetic acid), C(C)N=C=NCCCN(C)C (1-ethyl-3-(3-dimethylaminopropyl)carbodiimide), ON1N=NC2=C1C=CC=C2 (1-hydroxybenzotriazole). Solvent: CN(C)C=O (DMF), O (water). Yields the product CC1=NN=C(O1)CC=1C=C(C=CC1)CC(=O)NC=1N=NC(=CC1)CCCCC=1SC(=NN1)NC(CC1=CC=CC=C1)=O (2-(3-((5-methyl-1,3,4-oxadiazol-2-yl)methyl)phenyl)-N-(6-(4-(5-(2-phenylacetamido)-1,3,4-thiadiazol-2-yl)butyl)pyridazin-3-yl)acetamide). Isolated yield 7.3%. As a reaction SMILES: [NH2:1][C:2]1[N:7]=[N:6][C:5]([CH2:8][CH2:9][CH2:10][CH2:11][C:12]2[S:16][C:15]([NH:17][C:18](=[O:26])[CH2:19][C:20]3[CH:25]=[CH:24][CH:23]=[CH:22][CH:21]=3)=[N:14][N:13]=2)=[CH:4][CH:3]=1.[CH3:27][C:28]1[O:32][C:31]([CH2:33][C:34]2[CH:35]=[C:36]([CH2:40][C:41](O)=[O:42])[CH:37]=[CH:38][CH:39]=2)=[N:30][N:29]=1.C(N=C=NCCCN(C)C)C.ON1C2C=CC=CC=2N=N1>CN(C=O)C.O>[CH3:27][C:28]1[O:32][C:31]([CH2:33][C:34]2[CH:35]=[C:36]([CH2:40][C:41]([NH:1][C:2]3[N:7]=[N:6][C:5]([CH2:8][CH2:9][CH2:10][CH2:11][C:12]4[S:16][C:15]([NH:17][C:18](=[O:26])[CH2:19][C:20]5[CH:21]=[CH:22][CH:23]=[CH:24][CH:25]=5)=[N:14][N:13]=4)=[CH:4][CH:3]=3)=[O:42])[CH:37]=[CH:38][CH:39]=2)=[N:30][N:29]=1. Reported procedure: A solution of N-(5-(4-(6-aminopyridazin-3-yl)butyl)-1,3,4-thiadiazol-2-yl)-2-phenylacetamide 348 (0.035 g, 0.094 mmol), 2-(3-((5-methyl-1,3,4-oxadiazol-2-yl)methyl)phenyl)acetic acid 1107 (0.023 g, 0.094 mmol), 1-ethyl-3-(3-dimethylaminopropyl)carbodiimide (0.045 g, 0.235 mmol), 1-hydroxybenzotriazole (0.032 g, 0.235 mmol) in DMF (1.75 mL) was stirred for 16 hours and diluted with water (20 mL). The mixture was extracted with EtOAc (3×20 mL) the organic layers combined, washed with water (3×20 m... Reactants: CCCCO, CCCCCC, c1ccc(N2c3ccccc3C3CN(CC4CC4)CCC32)cc1, CCOC(=O)Cl, [K+], [OH-], c1ccccc1. Yields the product c1ccc(N2c3ccccc3C3CNCCC32)cc1. RXN SMILES: [CH2:44]([OH:45])[CH2:46][CH2:47][CH3:48].[CH3:38][CH2:39][CH2:40][CH2:41][CH2:42][CH3:43].[CH:13]1([CH2:14][N:17]2[CH2:18][CH:19]3[CH:20]([N:21]([c:28]4[cH:29][cH:30][cH:31][cH:32][cH:33]4)[c:22]4[cH:23][cH:24][cH:25][cH:26][c:27]43)[CH2:34][CH2:35]2)[CH2:15][CH2:16]1.[Cl:1][C:2]([O:3][CH2:4][CH3:5])=[O:6].[K+:37].[OH-:36].[cH:7]1[cH:8][cH:9][cH:10][cH:11][cH:12]1>>[NH:17]1[CH2:18][CH:19]2[CH:20]([N:21]([c:28]3[cH:29][cH:30][cH:31][cH:32][cH:33]3)[c:22]3[cH:23][cH:24][cH:25][cH:26][c:27]32)[CH2:34][CH2:35]1. The reactants are C(C1=CC=CC=C1)[C@H]1N(CC[C@@H](C1)N(C(C(F)(F)F)=O)CC1=CC=NC2=CC=CC=C12)C(C(C1=CC=CC=C1)C1=CC=CC=C1)=O ((2R*,4S*)-2-benzyl-1-(diphenylacetyl)-N-(4-quinolylmethyl)-N-trifluoroacetyl-4-piperidinamine), [BH4-].[Na+] (sodium borohydride). Product: C(C1=CC=CC=C1)[C@H]1N(CC[C@@H](C1)NCC1=CC=NC2=CC=CC=C12)C(C(C1=CC=CC=C1)C1=CC=CC=C1)=O ((2R*,4S*)-2-benzyl-1-(diphenylacetyl)-N-(4-quinolylmethyl)-4-piperidinamine). Reaction SMILES: [CH2:1]([C@@H:8]1[CH2:13][C@@H:12]([N:14]([CH2:21][C:22]2[C:31]3[C:26](=[CH:27][CH:28]=[CH:29][CH:30]=3)[N:25]=[CH:24][CH:23]=2)C(=O)C(F)(F)F)[CH2:11][CH2:10][N:9]1[C:32](=[O:46])[CH:33]([C:40]1[CH:45]=[CH:44][CH:43]=[CH:42][CH:41]=1)[C:34]1[CH:39]=[CH:38][CH:37]=[CH:36][CH:35]=1)[C:2]1[CH:7]=[CH:6][CH:5]=[CH:4][CH:3]=1.[BH4-].[Na+]>>[CH2:1]([C@@H:8]1[CH2:13][C@@H:12]([NH:14][CH2:21][C:22]2[C:31]3[C:26](=[CH:27][CH:28]=[CH:29][CH:30]=3)[N:25]=[CH:24][CH:23]=2)[CH2:11][CH2:10][N:9]1[C:32](=[O:46])[CH:33]([C:34]1[CH:39]=[CH:38][CH:37]=[CH:36][CH:35]=1)[C:40]1[CH:45]=[CH:44][CH:43]=[CH:42][CH:41]=1)[C:2]1[CH:7]=[CH:6][CH:5]=[CH:4][CH:3]=1 |f:1.2|. Procedure details: 235 mg (0.378 mmol) of (2R*,4S*)-2-benzyl-1-(diphenylacetyl)-N-(4-quinolylmethyl)-N-trifluoroacetyl-4-piperidinamine are reacted with 58 mg (1.51 mmol) of sodium borohydride in analogy to Example 2. The title compound ##STR43## is obtained as white foam. TLC: methylene chloride/methanol/conc. ammonia (700:50:1) Rf =0.49, FD-MS: M+ =525. The reactants are FC=1C=C(C=CC1)C(CC(=O)O)NC(=O)C1CN(C(C1)=O)C1=CC(=CC=C1)NC(=O)NCC1=CC=CC=C1 (3-(3-fluorophenyl)-3-{(5-oxo-1-(3-{(benzylamino)carbonylamino}phenyl)pyrrolidin-3-yl)carbonylamino}propanoic acid), NC(CC(=O)OCC)C1=C(C(=CC(=C1)Cl)Cl)O (ethyl 3-amino-3-(3,5-dichloro-2-hydroxyphenyl)propanoate), S1C(=CC=C1)CN (2-thienylmethyl amine). Yields the product ClC=1C(=C(C=C(C1)Cl)C(CC(=O)O)NC(=O)C1CN(C(C1)=O)C1=CC(=CC=C1)NC(=O)NCC=1SC=CC1)O (3-(3,5-dichloro-2-hydroxyphenyl)-3-{(5-oxo-1-(3-{((2-thienylmethyl)amino)carbonylamino}phenyl)pyrrolidin-3-yl)carbonylamino}propanoic acid). RXN SMILES: FC1C=C(C(N[C:14]([CH:16]2[CH2:20][C:19](=[O:21])[N:18]([C:22]3[CH:27]=[CH:26][CH:25]=[C:24]([NH:28][C:29]([NH:31][CH2:32][C:33]4C=C[CH:36]=[CH:35][CH:34]=4)=[O:30])[CH:23]=3)[CH2:17]2)=[O:15])CC(O)=O)C=CC=1.[NH2:39][CH:40]([C:47]1[CH:52]=[C:51]([Cl:53])[CH:50]=[C:49]([Cl:54])[C:48]=1[OH:55])[CH2:41][C:42]([O:44]CC)=[O:43].[S:56]1C=CC=C1CN>>[Cl:54][C:49]1[C:48]([OH:55])=[C:47]([CH:40]([NH:39][C:14]([CH:16]2[CH2:20][C:19](=[O:21])[N:18]([C:22]3[CH:27]=[CH:26][CH:25]=[C:24]([NH:28][C:29]([NH:31][CH2:32][C:33]4[S:56][CH:36]=[CH:35][CH:34]=4)=[O:30])[CH:23]=3)[CH2:17]2)=[O:15])[CH2:41][C:42]([OH:44])=[O:43])[CH:52]=[C:51]([Cl:53])[CH:50]=1. Procedure: The title compound was analogously synthesized to the preparation of 3-(3-fluorophenyl)-3-{(5-oxo-1-(3-{(benzylamino)carbonylamino}phenyl)pyrrolidin-3-yl)carbonylamino}propanoic acid from ethyl 3-amino-3-(3,5-dichloro-2-hydroxyphenyl)propanoate and 2-thienylmethyl amine. MS (ES+): 591 (M+H)+; (ES−): 589 (M−H)−. The reactants are Cl (HCl), CC(=CCCN1C(=NC=C1)[N+](=O)[O-])C (4-Methyl-1-(2-nitro-1H-imidazol-1-yl)-3-pentene), [N+](=O)(OCCC(C)C)[O-] (isoamyl nitrate), Cl (HCl), Cl (HCl). Conditions: temperature 0 celsius, time 45 minute. Product: ClC(C(CCN1C(=NC=C1)[N+](=O)[O-])N=O)(C)C (4-Chloro-4-methyl-1-(2-nitro-1H-imidazol-1- yl)-3-nitrosopentane). Isolated yield 81.0%. As a reaction SMILES: [CH3:1][C:2]([CH3:14])=[CH:3][CH2:4][CH2:5][N:6]1[CH:10]=[CH:9][N:8]=[C:7]1[N+:11]([O-:13])=[O:12].[ClH:15].[N+:16]([O-:24])(OCCC(C)C)=O>>[Cl:15][C:2]([CH3:14])([CH3:1])[CH:3]([N:16]=[O:24])[CH2:4][CH2:5][N:6]1[CH:10]=[CH:9][N:8]=[C:7]1[N+:11]([O-:13])=[O:12]. Procedure details: 4-Methyl-1-(2-nitro-1H-imidazol-1-yl)-3-pentene (8 g, 41 mmol) was dissolved in isoamyl nitrate (50 mL) at room temperature. The solution was cooled to 0° C. in an ice-salt bath and concentrated HCl (12 mL) was added dropwise. The reaction temperature was maintained between 3-5° C. during the HCl addition; the reaction was stirred in an ice-salt bath for 45 minutes after the addition of HCl. The product was filtered, washed with ethanol-ether (1:2) and dried in vacuum to give 8.6 g (81%) of the ... The reactants are FC=1C=C(C=C2CC(N(C12)CCC)=O)[N+](=O)[O-] (7-fluoro-5-nitro-1-propyl-1,3-dihydro-indol-2-one), [Cl-].[NH4+] (ammonium chloride). The reagents and catalysts are [Fe] (Iron). Solvent: C(C)O (ethanol), O (water), ClCCl (dichloromethane). The product is NC=1C=C2CC(N(C2=C(C1)F)CCC)=O (5-amino-7-fluoro-1-propyl-1,3-dihydro-indol-2-one). As a reaction SMILES: [F:1][C:2]1[CH:3]=[C:4]([N+:15]([O-])=O)[CH:5]=[C:6]2[C:10]=1[N:9]([CH2:11][CH2:12][CH3:13])[C:8](=[O:14])[CH2:7]2.[Cl-].[NH4+]>C(O)C.O.ClCCl.[Fe]>[NH2:15][C:4]1[CH:5]=[C:6]2[C:10](=[C:2]([F:1])[CH:3]=1)[N:9]([CH2:11][CH2:12][CH3:13])[C:8](=[O:14])[CH2:7]2 |f:1.2|. Reported procedure: Iron powder (0.855 g, 15.3 mmol) is added in small portions to 7-fluoro-5-nitro-1-propyl-1,3-dihydro-indol-2-one (0.910 g, 3.82 mmol) and ammonium chloride (2.02 g, 38.2 mmol) in ethanol (60 ml) and water (30 ml) at 90° C. The reaction mixture is stirred vigorously and heated for 60 min, cooled to room temperature, and diluted with dichloromethane (300 ml). The mixture is filtered through celite, the organic layer separated and washed with water and brine, dried over sodium sulfate and evaporate...